This data is from the Open Reaction Database (ORD), a public repository of structured organic reaction records. The task is: describe an organic reaction: reactants, conditions, products, and yield Reactants: COC(C1=CC(=CC=C1)SC1=C(NC2=CC(=CC=C12)Cl)C)=O (3-(6-chloro-2-methyl-1H-indol-3-ylsulfanyl)-benzoic acid methyl ester), BrC=1C=NC=CC1 (3-bromopyridine). The product is COC(C1=CC(=CC=C1)SC1=C(N(C2=CC(=CC=C12)Cl)C=1C=NC=CC1)C)=O (3-(6-Chloro-2-methyl-1-pyridin-3-yl-1H-indol-3-ylsulfanyl)-benzoic acid methyl ester). As a reaction SMILES: [CH3:1][O:2][C:3](=[O:22])[C:4]1[CH:9]=[CH:8][CH:7]=[C:6]([S:10][C:11]2[C:19]3[C:14](=[CH:15][C:16]([Cl:20])=[CH:17][CH:18]=3)[NH:13][C:12]=2[CH3:21])[CH:5]=1.Br[C:24]1[CH:25]=[N:26][CH:27]=[CH:28][CH:29]=1>>[CH3:1][O:2][C:3](=[O:22])[C:4]1[CH:9]=[CH:8][CH:7]=[C:6]([S:10][C:11]2[C:19]3[C:14](=[CH:15][C:16]([Cl:20])=[CH:17][CH:18]=3)[N:13]([C:24]3[CH:25]=[N:26][CH:27]=[CH:28][CH:29]=3)[C:12]=2[CH3:21])[CH:5]=1. Procedure details: Prepared according to the procedure described in Example 26, Step 1, using the following starting materials: 3-(6-chloro-2-methyl-1H-indol-3-ylsulfanyl)-benzoic acid methyl ester and 3-bromopyridine. Reactants: [H][H] (hydrogen), C(C1=CC=CC=C1)OC1=C(C=CC(=C1)C(CCCCCC)(C)C)C1CC(=CC(C1)=O)C (5-[2-benzyloxy-4-(1,1-dimethylheptyl)phenyl]-3-methyl-2-cyclohexen-1-one), third. Reagents/catalysts: [Pd] (palladium on carbon). Reaction conditions: time 30 minute. Product: C(C1=CC=CC=C1)OC1=C(C=CC(=C1)C(CCCCCC)(C)C)[C@@H]1CC(C[C@@H](C1)C)=O (cis-3-[2-Benzyloxy-4-(1,1-dimethylheptyl)phenyl]-5-methyl-cyclohexanone). Yield: 32.1%. RXN SMILES: [CH2:1]([O:8][C:9]1[CH:14]=[C:13]([C:15]([CH3:23])([CH3:22])[CH2:16][CH2:17][CH2:18][CH2:19][CH2:20][CH3:21])[CH:12]=[CH:11][C:10]=1[CH:24]1[CH2:29][C:28](=[O:30])[CH:27]=[C:26]([CH3:31])[CH2:25]1)[C:2]1[CH:7]=[CH:6][CH:5]=[CH:4][CH:3]=1.[H][H]>[Pd]>[CH2:1]([O:8][C:9]1[CH:14]=[C:13]([C:15]([CH3:22])([CH3:23])[CH2:16][CH2:17][CH2:18][CH2:19][CH2:20][CH3:21])[CH:12]=[CH:11][C:10]=1[C@H:24]1[CH2:25][C@@H:26]([CH3:31])[CH2:27][C:28](=[O:30])[CH2:29]1)[C:2]1[CH:3]=[CH:4][CH:5]=[CH:6][CH:7]=1. Procedure details: A mixture of 5-[2-benzyloxy-4-(1,1-dimethylheptyl)phenyl]-3-methyl-2-cyclohexen-1-one (1.00 g, 2.39 mmole) and 500 mg of 5% palladium on carbon-50% water was stirred under one atmosphere of hydrogen for one hour. A second 500 mg portion of catalyst was added and stirring continued for 30 minutes. A third 500 mg portion of catalyst was added and stirring continued for 13 minutes. The reaction mixture was then filtered through sodium bicarbonate and magnesium sulfate and the filtrate evaporated. T... Reactants: ClCc1ccc(Cl)s1, [H-], [Na+], O=C1Nc2ccccc2C1=O, C1COCCO1. Product: O=C1C(=O)N(Cc2ccc(Cl)s2)c2ccccc21. RXN SMILES: [Cl:14][c:15]1[s:16][c:17]([CH2:20][Cl:21])[cH:18][cH:19]1.[H-:12].[Na+:13].[O:1]=[C:2]1[NH:3][c:4]2[cH:5][cH:6][cH:7][cH:8][c:9]2[C:10]1=[O:11].[O:22]1[CH2:23][CH2:24][O:25][CH2:26][CH2:27]1>>[O:1]=[C:2]1[N:3]([CH2:20][c:17]2[s:16][c:15]([Cl:14])[cH:19][cH:18]2)[c:4]2[cH:5][cH:6][cH:7][cH:8][c:9]2[C:10]1=[O:11].